From a dataset of the Open Reaction Database (ORD), a public repository of structured organic reaction records. describe an organic reaction: reactants, conditions, products, and yield Reactants: CCc1cc(-c2cccs2)c(C)[nH]c1=O, ClC(Cl)Cl, ClP(Cl)(Cl)(Cl)Cl, O=S(=O)(O)Cl, O. Yields the product CCc1cc(-c2ccc(S(=O)(=O)Cl)s2)c(C)[nH]c1=O. As a reaction SMILES: [CH2:12]([CH3:13])[c:14]1[c:15](=[O:26])[nH:16][c:17]([CH3:25])[c:18](-[c:20]2[s:21][cH:22][cH:23][cH:24]2)[cH:19]1.[CH:28]([Cl:29])([Cl:30])[Cl:31].[Cl:1][P:2]([Cl:3])([Cl:4])([Cl:5])[Cl:6].[Cl:7][S:8](=[O:9])(=[O:10])[OH:11].[OH2:27]>>[Cl:7][S:8](=[O:9])(=[O:11])[c:22]1[s:21][c:20](-[c:18]2[c:17]([CH3:25])[nH:16][c:15](=[O:26])[c:14]([CH2:12][CH3:13])[cH:19]2)[cH:24][cH:23]1.